This data is from the Open Reaction Database (ORD), a public repository of structured organic reaction records. The task is: describe an organic reaction: reactants, conditions, products, and yield Reactants: COc1ccc(-c2sc3cc(OC)ccc3c2C(=O)c2ccc(O)cc2)cc1, C1CCOC1, CN1CCC(O)CC1, c1ccc(P(c2ccccc2)c2ccccc2)cc1. Product: COc1ccc(-c2sc3cc(OC)ccc3c2C(=O)c2ccc(OC3CCN(C)CC3)cc2)cc1. RXN SMILES: [CH3:1][O:2][c:3]1[cH:4][cH:5][c:6]2[c:7]([s:8][c:9](-[c:20]3[cH:21][cH:22][c:23]([O:26][CH3:27])[cH:24][cH:25]3)[c:10]2[C:11]([c:12]2[cH:13][cH:14][c:15]([OH:18])[cH:16][cH:17]2)=[O:19])[cH:28]1.[O:56]1[CH2:57][CH2:58][CH2:59][CH2:60]1.[OH:29][CH:30]1[CH2:31][CH2:32][N:33]([CH3:36])[CH2:34][CH2:35]1.[c:37]1([P:38]([c:39]2[cH:40][cH:41][cH:42][cH:43][cH:44]2)[c:45]2[cH:46][cH:47][cH:48][cH:49][cH:50]2)[cH:51][cH:52][cH:53][cH:54][cH:55]1>>[CH3:1][O:2][c:3]1[cH:4][cH:5][c:6]2[c:7]([s:8][c:9](-[c:20]3[cH:21][cH:22][c:23]([O:26][CH3:27])[cH:24][cH:25]3)[c:10]2[C:11]([c:12]2[cH:13][cH:14][c:15]([O:18][CH:30]3[CH2:31][CH2:32][N:33]([CH3:36])[CH2:34][CH2:35]3)[cH:16][cH:17]2)=[O:19])[cH:28]1.